From a dataset of the Open Reaction Database (ORD), a public repository of structured organic reaction records. describe an organic reaction: reactants, conditions, products, and yield Run in CN1CCCC1=O (NMP). Yield: 35.8%. RXN SMILES: F[C:2]1[CH:9]=[CH:8][C:5]([C:6]#[N:7])=[C:4]([C:10]([F:13])([F:12])[F:11])[C:3]=1[C:14]#[C:15][Si](C)(C)C.[NH2:20][C@@H:21]([C:24]1[CH:25]=[N:26][CH:27]=[C:28]([CH:31]=1)[C:29]#[N:30])[CH2:22][CH3:23].C([O-])([O-])=O.[K+].[K+].C([O-])(O)=O.[Na+]>CN1C(=O)CCC1>[C:29]([C:28]1[CH:31]=[C:24]([C@H:21]([N:20]2[C:2]3[C:3](=[C:4]([C:10]([F:13])([F:12])[F:11])[C:5]([C:6]#[N:7])=[CH:8][CH:9]=3)[CH:14]=[CH:15]2)[CH2:22][CH3:23])[CH:25]=[N:26][CH:27]=1)#[N:30] |f:2.3.4,5.6|. Reactants: FC1=C(C(=C(C#N)C=C1)C(F)(F)F)C#C[Si](C)(C)C (4-fluoro-2-(trifluoromethyl)-3-((trimethylsilyl)ethynyl)benzonitrile), N[C@H](CC)C=1C=NC=C(C#N)C1 ((R)-5-(1-aminopropyl)nicotinonitrile), C(=O)([O-])[O-].[K+].[K+] (K2CO3), C(=O)(O)[O-].[Na+] (NaHCO3). Run at temperature 60 celsius. Procedure details: An oven-dried vial was charged with 4-fluoro-2-(trifluoromethyl)-3-((trimethylsilyl)ethynyl)benzonitrile (Example 21D), (0.171 g, 0.598 mmol), commercially available (R)-5-(1-aminopropyl)nicotinonitrile (0.106 g, 0.658 mmol) and K2CO3 (0.091 g, 0.658 mmol) and sealed with a rubber septum. Anhydrous NMP (3 mL) was added via syringe and the mixture was stirred in a heating block at 60° C. under N2. After 22 h the mixture was cooled, poured into satd NaHCO3 and extracted with EtOAc (×3). Combined o... Product: C(#N)C=1C=C(C=NC1)[C@@H](CC)N1C=CC2=C(C(=CC=C12)C#N)C(F)(F)F ((R)-1-(1-(5-cyanopyridin-3-yl)propyl)-4-(trifluoromethyl)-1H-indole-5-carbonitrile).